From a dataset of the Open Reaction Database (ORD), a public repository of structured organic reaction records. describe an organic reaction: reactants, conditions, products, and yield The reactants are ClC1=CC=C(C=C1)S(=O)(=O)N1[C@H](C2=C(C[C@H]1C(=O)OCC)NN=C2)C(=O)OCC (cis-diethyl 5-(4-chlorophenylsulfonyl)-4,5,6,7-tetrahydro-1H-pyrazolo[4,3-c]pyridine-4,6-dicarboxylate), [Li+].[BH4-] (LiBH4). The product is ClC1=CC=C(C=C1)S(=O)(=O)N1[C@H](C2=C(C[C@H]1CO)NN=C2)CO (cis-(5-(4-Chlorophenylsulfonyl)-4,5,6,7-tetrahydro-1H-pyrazolo[4,3-c]pyridine-4,6-diyl)dimethanol). RXN SMILES: [Cl:1][C:2]1[CH:7]=[CH:6][C:5]([S:8]([N:11]2[C@H:16]([C:17](OCC)=[O:18])[CH2:15][C:14]3[NH:22][N:23]=[CH:24][C:13]=3[C@@H:12]2[C:25](OCC)=[O:26])(=[O:10])=[O:9])=[CH:4][CH:3]=1.[Li+].[BH4-]>>[Cl:1][C:2]1[CH:7]=[CH:6][C:5]([S:8]([N:11]2[C@H:16]([CH2:17][OH:18])[CH2:15][C:14]3[NH:22][N:23]=[CH:24][C:13]=3[C@@H:12]2[CH2:25][OH:26])(=[O:9])=[O:10])=[CH:4][CH:3]=1 |f:1.2|. Reported procedure: Prepared by reduction of cis-diethyl 5-(4-chlorophenylsulfonyl)-4,5,6,7-tetrahydro-1H-pyrazolo[4,3-c]pyridine-4,6-dicarboxylate using LiBH4 as shown in Example 14. The reactants are [Cl-].[Al+3].[Cl-].[Cl-] (aluminum chloride), C(C)(=O)Cl (acetyl chloride), CN(C=O)C (dimethylformamide), [Se]1(C=NC2=C1C=CC=C2)=O (benzoselenazolinone). Yields the product C(C)(=O)C1=CC2=C(N=C[Se]2=O)C=C1 (6-Acetylbenzoselenazolinone). RXN SMILES: [Cl-].[Al+3].[Cl-].[Cl-].CN(C)C=O.[Se:10]1(=[O:19])[C:14]2[CH:15]=[CH:16][CH:17]=[CH:18][C:13]=2[N:12]=[CH:11]1.[C:20](Cl)(=[O:22])[CH3:21]>>[C:20]([C:16]1[CH:17]=[CH:18][C:13]2[N:12]=[CH:11][Se:10](=[O:19])[C:14]=2[CH:15]=1)(=[O:22])[CH3:21] |f:0.1.2.3|. Reported procedure: 12 grams (0.09 mol) of aluminum chloride are introduced into a ground-necked flask. 3.1 cm3 (0.04 mol) of dimethylformamide are added dropwise with stirring. After cooling, two grams (0.01 mol) of benzoselenazolinone are added and the mixture is homogenized. It is heated to 70°-80° C. on an oil bath with stirring, and 0.01 to 0.012 mol of acetyl chloride is then added. heating is maintained at a temperature of 80°-90° C. for a time T of approximately 4 h 30 min. The mixture is hydrolyzed on crus... The reactants are CCOC(=O)CCCOc1ccc2c(c1)c(C=O)cn2Cc1ccc2oc(-c3nc(C(C)(C)C)cs3)cc2c1, CC(C)(C)O, [Cl-], [Na+], [Na], C1CCOC1, O, S. Product: CCOC(=O)CCCOc1ccc2c(c1)c(C(=O)O)cn2Cc1ccc2oc(-c3nc(C(C)(C)C)cs3)cc2c1. As a reaction SMILES: [C:3]([CH3:4])([CH3:5])([CH3:6])[c:7]1[n:8][c:9](-[c:12]2[o:13][c:14]3[c:15]([cH:16]2)[cH:17][c:18]([CH2:21][n:22]2[cH:23][c:24]([CH:40]=[O:41])[c:25]4[cH:26][c:27]([O:31][CH2:32][CH2:33][CH2:34][C:35](=[O:36])[O:37][CH2:38][CH3:39])[cH:28][cH:29][c:30]24)[cH:19][cH:20]3)[s:10][cH:11]1.[CH3:45][C:46]([OH:47])([CH3:48])[CH3:49].[Cl-:2].[Na+:1].[Na:44].[O:50]1[CH2:51][CH2:52][CH2:53][CH2:54]1.[OH2:42].[SH2:43]>>[C:3]([CH3:4])([CH3:5])([CH3:6])[c:7]1[n:8][c:9](-[c:12]2[o:13][c:14]3[c:15]([cH:16]2)[cH:17][c:18]([CH2:21][n:22]2[cH:23][c:24]([C:40](=[O:41])[OH:42])[c:25]4[cH:26][c:27]([O:31][CH2:32][CH2:33][CH2:34][C:35](=[O:36])[O:37][CH2:38][CH3:39])[cH:28][cH:29][c:30]24)[cH:19][cH:20]3)[s:10][cH:11]1. Procedure: In a mixture of sodium benzyl alkoxide prepared from 0.19 g of benzyl alcohol and 0.04 g of metallic sodium with 15 ml of toluene and 0.75 ml of DMF, 1.33 g of (R)-quinuclidin-3-ol was allowed to react with 3.00 g of (S)-1-phenyl-1,2,3,4-tetrahydroisoquinoline-2-carboxylic acid benzyl ester for 8 hours while evaporating the solvents, thereby obtaining 1.38 g of 1-phenyl-1,2,3,4-tetrahydroisoquinoline-2-carboxylic acid 2-benzylquinuclidin-3-yl ester (to be referred to as “compound F” hereinafter)... Reactants: C(C1=CC=CC=C1)OC(=O)N1[C@H](C2=CC=CC=C2CC1)C1=CC=CC=C1 ((S)-1-phenyl-1,2,3,4-tetrahydroisoquinoline-2-carboxylic acid benzyl ester), C(C1=CC=CC=C1)O (benzyl alcohol), [Na] (sodium), N12C[C@@H](C(CC1)CC2)O ((R)-quinuclidin-3-ol). As a reaction SMILES: [CH2:1](O)[C:2]1[CH:7]=[CH:6][CH:5]=[CH:4][CH:3]=1.[Na].[N:10]12[CH2:17][CH2:16][CH:13]([CH2:14][CH2:15]1)[C@@H:12]([OH:18])[CH2:11]2.C([O:26][C:27]([N:29]1[CH2:38][CH2:37][C:36]2[C:31](=[CH:32][CH:33]=[CH:34][CH:35]=2)[C@@H:30]1[C:39]1[CH:44]=[CH:43][CH:42]=[CH:41][CH:40]=1)=O)C1C=CC=CC=1>CN(C=O)C.C1(C)C=CC=CC=1>[CH2:1]([CH:11]1[CH:12]([O:18][C:27]([N:29]2[CH2:38][CH2:37][C:36]3[C:31](=[CH:32][CH:33]=[CH:34][CH:35]=3)[CH:30]2[C:39]2[CH:44]=[CH:43][CH:42]=[CH:41][CH:40]=2)=[O:26])[CH:13]2[CH2:16][CH2:17][N:10]1[CH2:15][CH2:14]2)[C:2]1[CH:7]=[CH:6][CH:5]=[CH:4][CH:3]=1 |^1:8|. The solvent is sodium benzyl alkoxide, CN(C)C=O (DMF), C1(=CC=CC=C1)C (toluene). Yield: 173.5%. Yields the product C(C1=CC=CC=C1)C1N2CCC(C1OC(=O)N1C(C3=CC=CC=C3CC1)C1=CC=CC=C1)CC2 (1-phenyl-1,2,3,4-tetrahydroisoquinoline-2-carboxylic acid 2-benzylquinuclidin-3-yl ester). Starting materials: C(C)(=O)C1=CC(=CC=2CCOC21)[N+](=O)[O-] (7-acetyl-5-nitro-2,3-dihydrobenzofuran), C(C)(C)(C)OC(N(C)C)N(C)C (tert-butoxy-bis (dimethylamino) methane). The product is CN(C=CC(=O)C1=CC(=CC=2CCOC21)[N+](=O)[O-])C (3-Dimethylamino-1-(5-nitro-2,3-dihydrobenzofuran-7-yl)propene-1-one). Yield: 80.0%. RXN SMILES: [C:1]([C:4]1[C:12]2[O:11][CH2:10][CH2:9][C:8]=2[CH:7]=[C:6]([N+:13]([O-:15])=[O:14])[CH:5]=1)(=[O:3])[CH3:2].C(O[CH:21](N(C)C)[N:22]([CH3:24])[CH3:23])(C)(C)C>>[CH3:21][N:22]([CH3:24])[CH:23]=[CH:2][C:1]([C:4]1[C:12]2[O:11][CH2:10][CH2:9][C:8]=2[CH:7]=[C:6]([N+:13]([O-:15])=[O:14])[CH:5]=1)=[O:3]. Procedure: 7-Acetyl-5-nitro-2,3-dihydrobenzofuran (D9) (500 mg) was stirred and heated to 80° C. for 1 h with tert-butoxy-bis (dimethylamino) methane (1.08 ml), then the mixture was cooled and partitioned between Na2 CO3 and ethyl acetate. The organic phase was dried (Na2 SO4) and the solvent evaporated under reduced pressure to leave the title compound (0.5 g, 80%). The reactants are Grignard reagent, C(C(C)C)C1=CC=C(C=O)C=C1 (4-isobutylbenzaldehyde), II (iodine), C(C1=CC=CC=C1)OC1=C(C=CC=C1)Br (2-benzyloxy-1-bromobenzene), [Mg] (magnesium). Run at time 30 minute. Yields the product Grignard reagent, C1(=CC=CC=C1)C(O)C1=CC=CC=C1 (diphenylmethanol). The yield is 164.2%. Procedure: A Grignard reagent was prepared from 2-benzyloxy-1-bromobenzene (0.20 g), magnesium (0.026 g), a catalytic amount of iodine and tetrahydrofuran (1 mL) in the usual manner. The obtained Grignard reagent was added to a solution of 4-isobutylbenzaldehyde (0.16 g) in tetrahydrofuran (2 mL), and the mixture was stirred at room temperature for 30 minutes. The reaction mixture was purified by column chromatography on aminopropyl silica gel (eluent: tetrahydrofuran) to give a diphenylmethanol compound (... Reaction SMILES: [CH2:1]([O:8]C1C=CC=CC=1Br)[C:2]1[CH:7]=[CH:6][CH:5]=[CH:4][CH:3]=1.[Mg].II.C([C:23]1[CH:30]=[CH:29][C:26](C=O)=[CH:25][CH:24]=1)C(C)C>O1CCCC1>[C:23]1([CH:1]([C:2]2[CH:3]=[CH:4][CH:5]=[CH:6][CH:7]=2)[OH:8])[CH:30]=[CH:29][CH:26]=[CH:25][CH:24]=1. Solvent: O1CCCC1 (tetrahydrofuran), O1CCCC1 (tetrahydrofuran). The reactants are CC1(OCCO1)C=1N=C(SC1)CN1N=CC(=N1)N (2-[4-(2-methyl-[1,3]dioxolan-2-yl)-thiazol-2-ylmethyl]-2H-[1,2,3]triazol-4-ylamine), FC=1C=C(C=CC1)C1=C(N=C(O1)C)C(=O)O (5-(3-fluoro-phenyl)-2-methyl-oxazole-4-carboxylic acid). The product is C(C)(=O)C=1N=C(SC1)CN1N=CC(=N1)NC(=O)C=1N=C(OC1C1=CC(=CC=C1)F)C (5-(3-Fluoro-phenyl)-2-methyl-oxazole-4-carboxylic acid [2-(4-acetyl-thiazol-2-ylmethyl)-2H-[1,2,3]triazol-4-yl]-amide). Reaction SMILES: [CH3:1][C:2]1([C:7]2[N:8]=[C:9]([CH2:12][N:13]3[N:17]=[C:16]([NH2:18])[CH:15]=[N:14]3)[S:10][CH:11]=2)[O:6]CCO1.[F:19][C:20]1[CH:21]=[C:22]([C:26]2[O:30][C:29]([CH3:31])=[N:28][C:27]=2[C:32](O)=[O:33])[CH:23]=[CH:24][CH:25]=1>>[C:2]([C:7]1[N:8]=[C:9]([CH2:12][N:13]2[N:17]=[C:16]([NH:18][C:32]([C:27]3[N:28]=[C:29]([CH3:31])[O:30][C:26]=3[C:22]3[CH:23]=[CH:24][CH:25]=[C:20]([F:19])[CH:21]=3)=[O:33])[CH:15]=[N:14]2)[S:10][CH:11]=1)(=[O:6])[CH3:1]. Procedure details: Following general procedure A followed by B, starting from 2-[4-(2-methyl-[1,3]dioxolan-2-yl)-thiazol-2-ylmethyl]-2H-[1,2,3]triazol-4-ylamine and 5-(3-fluoro-phenyl)-2-methyl-oxazole-4-carboxylic acid.